Dataset: the Open Reaction Database (ORD), a public repository of structured organic reaction records. Task: describe an organic reaction: reactants, conditions, products, and yield Reactants: O=C1CNC(=O)N1c1cccc(C#CCCOCCCCCCBr)c1, CC1(C)OCc2cc(C(O)CNCc3ccccc3)ccc2O1, CC#N, CCN(C(C)C)C(C)C, O=C1CNC(=O)N1c1cccc(C#CCCOCCCCCCI)c1. Yields the product CC1(C)OCc2cc(C(O)CN(CCCCCCOCCC#Cc3cccc(N4C(=O)CNC4=O)c3)Cc3ccccc3)ccc2O1. RXN SMILES: [Br:1][CH2:2][CH2:3][CH2:4][CH2:5][CH2:6][CH2:7][O:8][CH2:9][CH2:10][C:11]#[C:12][c:13]1[cH:14][c:15]([N:19]2[C:20](=[O:25])[NH:21][CH2:22][C:23]2=[O:24])[cH:16][cH:17][cH:18]1.[CH2:51]([c:52]1[cH:53][cH:54][cH:55][cH:56][cH:57]1)[NH:58][CH2:59][CH:60]([OH:61])[c:62]1[cH:63][c:64]2[c:65]([cH:72][cH:73]1)[O:66][C:67]([CH3:70])([CH3:71])[O:68][CH2:69]2.[CH3:74][C:75]#[N:76].[CH:77]([N:78]([CH:79]([CH3:80])[CH3:81])[CH2:82][CH3:83])([CH3:84])[CH3:85].[I:26][CH2:27][CH2:28][CH2:29][CH2:30][CH2:31][CH2:32][O:33][CH2:34][CH2:35][C:36]#[C:37][c:38]1[cH:39][c:40]([N:41]2[C:42](=[O:43])[CH2:44][NH:45][C:46]2=[O:47])[cH:48][cH:49][cH:50]1>>[CH2:2]([CH2:3][CH2:4][CH2:5][CH2:6][CH2:7][O:8][CH2:9][CH2:10][C:11]#[C:12][c:13]1[cH:14][c:15]([N:19]2[C:20](=[O:25])[NH:21][CH2:22][C:23]2=[O:24])[cH:16][cH:17][cH:18]1)[N:58]([CH2:51][c:52]1[cH:53][cH:54][cH:55][cH:56][cH:57]1)[CH2:59][CH:60]([OH:61])[c:62]1[cH:63][c:64]2[c:65]([cH:72][cH:73]1)[O:66][C:67]([CH3:70])([CH3:71])[O:68][CH2:69]2. Starting materials: O=C1N(C2=CC=CN=C2C=C1)CC(=O)O (2-(2-oxo-1,5-naphthyridin-1(2H)-yl)acetic acid), BrC=1C(=C(SC1)N)C1=NC=NN1 (4-bromo-3-(1H-1,2,4-triazol-5-yl)thiophen-2-amine). The product is BrC=1C(=C(SC1)NC(CN1C(C=CC2=NC=CC=C12)=O)=O)C1=NC=NN1 (N-(4-Bromo-3-(1H-1,2,4-triazol-5-yl)thiophen-2-yl)-2-(2-oxo-1,5-naphthyridin-1(2H)-yl)acetamide). As a reaction SMILES: [O:1]=[C:2]1[CH:11]=[CH:10][C:9]2[C:4](=[CH:5][CH:6]=[CH:7][N:8]=2)[N:3]1[CH2:12][C:13]([OH:15])=O.[Br:16][C:17]1[C:18]([C:23]2[NH:27][N:26]=[CH:25][N:24]=2)=[C:19]([NH2:22])[S:20][CH:21]=1>>[Br:16][C:17]1[C:18]([C:23]2[NH:27][N:26]=[CH:25][N:24]=2)=[C:19]([NH:22][C:13](=[O:15])[CH2:12][N:3]2[C:4]3[C:9](=[N:8][CH:7]=[CH:6][CH:5]=3)[CH:10]=[CH:11][C:2]2=[O:1])[S:20][CH:21]=1. Reported procedure: The title compound was prepared from 2-(2-oxo-1,5-naphthyridin-1(2H)-yl)acetic acid (42 mg, 0.204 mmol) and 4-bromo-3-(1H-1,2,4-triazol-5-yl)thiophen-2-amine (25 mg, 0.101 mmol) according to protocol A. Retention time (min)=2.295, method [7], MS(ESI) 431.0 (M+H); 1H NMR (300 MHz, CD3OD) δ 8.57 (dd, J=4.6, 1.7 Hz, 1H), 8.16 (d, J=9.9 Hz, 1H), 8.11 (s, 1H), 7.98 (d, J=9.1 Hz, 1H), 7.62 (dd, J=8.8, 5.1 Hz, 1H), 7.01 (d, J=4.3 Hz, 1H), 7.05 (s, 1H), 5.33 (s, 2H).